This data is from the Open Reaction Database (ORD), a public repository of structured organic reaction records. The task is: describe an organic reaction: reactants, conditions, products, and yield Reactants: [H][H] (hydrogen), Br.CNC1C(C2=CC=C(C(=C2CC1)O)O)=O (3,4-dihydro-2-methylamino-5,6-dihydroxy-1(2H)-naphthalenone hydrobromide), [H][H] (hydrogen). Reagents/catalysts: [Pt](=O)=O (platinum dioxide). The solvent is O (water). The product is Br.CNC1C(C2=CC=C(C(=C2CC1)O)O)O (2-methylamino-1,5,6-trihydroxy-1,2,3,4-tetrahydronaphthalene hydrobromide). Reaction SMILES: [H][H].[BrH:3].[CH3:4][NH:5][CH:6]1[CH2:15][CH2:14][C:13]2[C:8](=[CH:9][CH:10]=[C:11]([OH:17])[C:12]=2[OH:16])[C:7]1=[O:18]>O.[Pt](=O)=O>[BrH:3].[CH3:4][NH:5][CH:6]1[CH2:15][CH2:14][C:13]2[C:8](=[CH:9][CH:10]=[C:11]([OH:17])[C:12]=2[OH:16])[CH:7]1[OH:18] |f:1.2,5.6|. Procedure details: In 5 volume parts of water is dissolved 0.200 part of 3,4-dihydro-2-methylamino-5,6-dihydroxy-1(2H)-naphthalenone hydrobromide and, using 0.050 part of platinum dioxide, the catalytic reduction is carried out in a current of hydrogen gas until a substantially stoichiometric amount of hydrogen gas is absorbed. The catalyst in the reaction mixture is filtered off and to the filtrate is added a mixture of ethyl ether, methanol and water. The procedure gives white prisms of 2-methylamino-1,5,6-trihy... Starting materials: CC(C(=O)O)=CCCC(=CCCC(=CCCC(=CCCC(C)=O)C)C)C (2,6,10,14-tetramethyl-18-oxo-2,6,10,14-nonadecatetraenoic acid), C(C)N (ethylamine). Yields the product CC(C(=O)NCC)=CCCC(=CCCC(=CCCC(=CCCC(C)=O)C)C)C (N-(2,6,10,14-tetramethyl-18-oxo-2,6,10,14-nonadecatetraenoyl)ethylamine). As a reaction SMILES: [CH3:1][C:2](=[CH:6][CH2:7][CH2:8][C:9]([CH3:26])=[CH:10][CH2:11][CH2:12][C:13]([CH3:25])=[CH:14][CH2:15][CH2:16][C:17]([CH3:24])=[CH:18][CH2:19][CH2:20][C:21](=[O:23])[CH3:22])[C:3]([OH:5])=O.[CH2:27]([NH2:29])[CH3:28]>>[CH3:1][C:2](=[CH:6][CH2:7][CH2:8][C:9]([CH3:26])=[CH:10][CH2:11][CH2:12][C:13]([CH3:25])=[CH:14][CH2:15][CH2:16][C:17]([CH3:24])=[CH:18][CH2:19][CH2:20][C:21](=[O:23])[CH3:22])[C:3]([NH:29][CH2:27][CH3:28])=[O:5]. Procedure details: Starting materials: 2,6,10,14-tetramethyl-18-oxo-2,6,10,14-nonadecatetraenoic acid and a 70% aqueous ethylamine solution The reactants are hydrochloride salt, COC=1C=C(C(=O)NCC=2SC(=CC2)S(=O)(=O)N2CCC(CC2)NCC2=CC=C(C=C2)C(F)(F)F)C=CC1 (3-Methoxy-N-{[5-({4-[(4-trifluoromethylbenzyl)amino]piperidin-1-yl}sulfonyl)thien-2-yl]methyl}benzamide), CCN(C(C)C)C(C)C (DIEA), C=O (formaldehyde), C(#N)[BH3-].[Na+] (Sodiumcyanoborohydride). Solvent: C1CCOC1 (THF), C(Cl)Cl (DCM). The product is COC=1C=C(C(=O)NCC=2SC(=CC2)S(=O)(=O)N2CCC(CC2)N(CC2=CC=C(C=C2)C(F)(F)F)C)C=CC1 (3-Methoxy-N-({5-[(4-{methyl[4-(trifluoromethyl)benzyl]amino}-1-piperidinyl)-sulfonyl]-2-thieny}methyl)benzamide). Reaction SMILES: [CH3:1][O:2][C:3]1[CH:4]=[C:5]([CH:36]=[CH:37][CH:38]=1)[C:6]([NH:8][CH2:9][C:10]1[S:11][C:12]([S:15]([N:18]2[CH2:23][CH2:22][CH:21]([NH:24][CH2:25][C:26]3[CH:31]=[CH:30][C:29]([C:32]([F:35])([F:34])[F:33])=[CH:28][CH:27]=3)[CH2:20][CH2:19]2)(=[O:17])=[O:16])=[CH:13][CH:14]=1)=[O:7].[CH3:39]CN(C(C)C)C(C)C.C=O.C([BH3-])#N.[Na+]>C1COCC1.C(Cl)Cl>[CH3:1][O:2][C:3]1[CH:4]=[C:5]([CH:36]=[CH:37][CH:38]=1)[C:6]([NH:8][CH2:9][C:10]1[S:11][C:12]([S:15]([N:18]2[CH2:19][CH2:20][CH:21]([N:24]([CH3:39])[CH2:25][C:26]3[CH:27]=[CH:28][C:29]([C:32]([F:34])([F:33])[F:35])=[CH:30][CH:31]=3)[CH2:22][CH2:23]2)(=[O:17])=[O:16])=[CH:13][CH:14]=1)=[O:7] |f:3.4|. Procedure: A solution of the hydrochloride salt of 1 (50 mg, 0.08 mmol), DIEA (12 ul, 0.08 mmol), formaldehyde solution 37% aq. (32 ul, 0.4 mmol) and Sodiumcyanoborohydride (10 mg, 0.16 mmol) in THF were heated under reflux for 15 h, whereupon complete alkylation took place. The reaction was diluted with DCM and the inorganic salts were extracted with water. The crude was dried over MgSO4, and the solution was evaporated to dryness. The oily residue was taken up in THF, 1N HCl in ether was added slowly upo... Reactants: FC1=CC=C(C=C1)C(C(Br)C1=CC=C(C=C1)SC)=O (1-(4-fluorophenyl)-2-(4-methylthiophenyl)-2-bromoethanone), C1=CC(=CC(=C1)Cl)C(=O)OO (MCPBA), OS(=O)[O-].[Na+] (NaHSO3). The solvent is C(Cl)Cl (methylene chloride). Conditions: time 30 minute. Yields the product FC1=CC=C(C=C1)C(CC1=CC=C(C=C1)S(=O)(=O)C)=O (1-(4-fluorophenyl)-2-(4-methylsulfonylphenyl)ethanone). The yield is 86.0%. RXN SMILES: [F:1][C:2]1[CH:7]=[CH:6][C:5]([C:8](=[O:19])[CH:9]([C:11]2[CH:16]=[CH:15][C:14](SC)=[CH:13][CH:12]=2)Br)=[CH:4][CH:3]=1.[CH:20]1C=C(Cl)C=C(C(OO)=O)C=1.[OH:31][S:32]([O-:34])=O.[Na+]>C(Cl)Cl>[F:1][C:2]1[CH:3]=[CH:4][C:5]([C:8](=[O:19])[CH2:9][C:11]2[CH:12]=[CH:13][C:14]([S:32]([CH3:20])(=[O:34])=[O:31])=[CH:15][CH:16]=2)=[CH:6][CH:7]=1 |f:2.3|. Procedure: To a stirred solution of 1-(4-fluorophenyl)-2-(4-methylthiophenyl)ethanone (Example 1, Step 3) (15.00 g, 57.62 mmol) in methylene chloride (500 mL) at 5° C. (ice-bath) was added MCPBA (29.64 g, ca. 67% peroxide, ca. 113 mmol), portionwise over 30 minutes. The solution was warmed to room temperature. The reaction solution was stirred vigorously with NaHSO3 solution for 10 minutes to quench any unreacted MCPBA. The layers were separated and ethyl acetate was added to aid in dissolution of the prec... Reactants: O1CCOCC1 (1,4-dioxane), CNC1=NNC=C1C1=NC=NC(=C1)SC (Methyl-4-(6-methylsulfanyl-pyrimidin-4-yl)-1H-pyrazol-3-ylamine), BrC=1C=C(C=CC1C)NC(C1=CC(=CC=C1)C(F)(F)F)=O (N-(3-Bromo-4-methyl-phenyl)-3-trifluoromethyl-benzamide), C([O-])([O-])=O.[Cs+].[Cs+] (cesium carbonate). Reagents/catalysts: C(C)(=O)[O-].[Pd+2].C(C)(=O)[O-] (palladium acetate). Solvent: C1CCOC1 (THF). The product is CC1=C(C=C(C=C1)NC(C1=CC(=CC=C1)C(F)(F)F)=O)NC1=NN(C=C1C1=NC=NC(=C1)SC)C (N-{4-Methyl-3-[1-methyl-4-(6-methylsulfanyl-pyrimidin-4-yl)-1H-pyrazol-3-ylamino]-phenyl}-3-trifluoromethyl-benzamide). Reaction SMILES: [CH3:1][NH:2][C:3]1[C:7]([C:8]2[CH:13]=[C:12]([S:14][CH3:15])[N:11]=[CH:10][N:9]=2)=[CH:6][NH:5][N:4]=1.Br[C:17]1[CH:18]=[C:19]([NH:24][C:25](=[O:36])[C:26]2[CH:31]=[CH:30][CH:29]=[C:28]([C:32]([F:35])([F:34])[F:33])[CH:27]=2)[CH:20]=[CH:21][C:22]=1C.[C:37](=O)([O-])[O-].[Cs+].[Cs+].O1CCOCC1>C([O-])(=O)C.[Pd+2].C([O-])(=O)C.C1COCC1>[CH3:21][C:22]1[CH:17]=[CH:18][C:19]([NH:24][C:25](=[O:36])[C:26]2[CH:31]=[CH:30][CH:29]=[C:28]([C:32]([F:33])([F:34])[F:35])[CH:27]=2)=[CH:20][C:1]=1[NH:2][C:3]1[C:7]([C:8]2[CH:13]=[C:12]([S:14][CH3:15])[N:11]=[CH:10][N:9]=2)=[CH:6][N:5]([CH3:37])[N:4]=1 |f:2.3.4,6.7.8|. Procedure details: Methyl-4-(6-methylsulfanyl-pyrimidin-4-yl)-1H-pyrazol-3-ylamine (61 mg, 0.27 mmol) is mixed with N-(3-Bromo-4-methyl-phenyl)-3-trifluoromethyl-benzamide (161 mg, 0.45 mmol), palladium acetate (20 mg, 0.089 mmol), Xantophos (78 mg, 0.135 mmol) and cesium carbonate (280 mg, 0.86 mmol). 2 mL anhydrous 1,4-dioxane is added under nitrogen environment and the mixture is subjected to microwave irradiation to 150° C. for 45 minutes. The reaction mixture is then cooled to room temperature, treated with 1... Reactants: ClCCOC1=C(C=CC=C1)C1(CC1)NC=1C(N(C=CN1)C=1C=C(C(=O)NC2CC2)C=C(C1C)F)=O (3-[3-[[1-[2-(2-chloroethoxy)phenyl]cyclopropyl]amino]-2-oxo-1(2H)-pyrazinyl]-N-cyclopropyl-5-fluoro-4-methyl-benzamide), C(O)CN (ethanolamine). The solvent is O1CCOCC1 (dioxane). Yields the product C1(CC1)NC(C1=CC(=C(C(=C1)N1C(C(=NC=C1)NC1(CC1)C1=C(C=CC=C1)OCCNCCO)=O)C)F)=O (N-Cyclopropyl-3-fluoro-5-[3-[[1-[2-[2-[(2-hydroxyethyl)amino]ethoxy]phenyl]cyclopropyl]amino]-2-oxo-1(2H)-pyrazinyl]-4-methyl-benzamide). RXN SMILES: Cl[CH2:2][CH2:3][O:4][C:5]1[CH:10]=[CH:9][CH:8]=[CH:7][C:6]=1[C:11]1([NH:14][C:15]2[C:16](=[O:35])[N:17]([C:21]3[CH:22]=[C:23]([CH:30]=[C:31]([F:34])[C:32]=3[CH3:33])[C:24]([NH:26][CH:27]3[CH2:29][CH2:28]3)=[O:25])[CH:18]=[CH:19][N:20]=2)[CH2:13][CH2:12]1.[CH2:36]([CH2:38][NH2:39])[OH:37]>O1CCOCC1>[CH:27]1([NH:26][C:24](=[O:25])[C:23]2[CH:22]=[C:21]([N:17]3[CH:18]=[CH:19][N:20]=[C:15]([NH:14][C:11]4([C:6]5[CH:7]=[CH:8][CH:9]=[CH:10][C:5]=5[O:4][CH2:3][CH2:2][NH:39][CH2:38][CH2:36][OH:37])[CH2:13][CH2:12]4)[C:16]3=[O:35])[C:32]([CH3:33])=[C:31]([F:34])[CH:30]=2)[CH2:29][CH2:28]1. Procedure details: 3-[3-[[1-[2-(2-chloroethoxy)phenyl]cyclopropyl]amino]-2-oxo-1(2H)-pyrazinyl]-N-cyclopropyl-5-fluoro-4-methyl-benzamide (Example 259d, 5 g) and ethanolamine (6.1 mL) were heated at 100° C. in dioxane (20 mL) in a sealed tube for 16 h. Purification of the cooled solution by preparative HPLC (Xterra column, eluting with a gradient of acetonitrile in 0.2% (v/v) aqueous ammonia) gave the title product (2.95 g) after solvent removal and trituration with isohexane/diethyl ether (1:1 80 mL) Starting materials: N1=CC=CC=2CCC3=C(OC21)C=CC(=C3)CC(=O)O ((5,6-dihydro benzo[b]pyrido-[3,2-f]oxepin-8-yl)-acetic acid), C(C)O (ethanol), Cl (hydrogen chloride), C(C)O (ethanol), C(O)([O-])=O.[Na+] (sodium hydrogen carbonate). Reaction conditions: time 1.5 hour. The product is C(C)OC(CC1=CC2=C(OC3=C(CC2)C=CC=N3)C=C1)=O (ethyl(5,6-dihydro benzo[b]pyrido[3,2-f]-oxepin-8-yl)-acetate). Yield: 81.8%. Reaction SMILES: [N:1]1[C:11]2[O:10][C:9]3[CH:12]=[CH:13][C:14]([CH2:16][C:17]([OH:19])=[O:18])=[CH:15][C:8]=3[CH2:7][CH2:6][C:5]=2[CH:4]=[CH:3][CH:2]=1.Cl.C(=O)([O-])O.[Na+].[CH2:26](O)[CH3:27]>>[CH2:26]([O:18][C:17](=[O:19])[CH2:16][C:14]1[CH:13]=[CH:12][C:9]2[O:10][C:11]3[N:1]=[CH:2][CH:3]=[CH:4][C:5]=3[CH2:6][CH2:7][C:8]=2[CH:15]=1)[CH3:27] |f:2.3|. Procedure: To a mixture of 20 mg of (5,6-dihydro benzo[b]pyrido-[3,2-f]oxepin-8-yl)-acetic acid and 0.5 ml of ethanol was added 2.5 ml of a saturated hydrogen chloride gas-ethanol solution, and the resulting mixture was stirred at room temperature for 1.5 hours. After the completion of the reaction, this was basified with a saturated sodium hydrogen carbonate solution and extracted with chloroform. The extract was washed with a saturated sodium chloride solution and dried over anhydrous sodium sulfate. The... Reactants: N[C@@H](CC1=CC=CC=C1)C(=O)N[C@@H](CC(C)C)C(=O)OC(C)(C)C (L-phenylalanyl-L-leucine, t-butyl ester), ClCC(=O)CCl.C(C)(C)(C)OC(=O)N[C@@H](CC1=CC=CC=C1)C(=O)O (N-[(t-butyloxy)carbonyl]-L-phenylalanine chloromethyl ketone), C([O-])(O)=O.[Na+] (sodium bicarbonate), [I-].[Na+] (sodium iodide). Solvent: CN(C=O)C (dimethylformamide). Run at time 8 hour. Product: C(C)(C)(C)OC(=O)N[C@H](C(CN[C@@H](CC1=CC=CC=C1)C(=O)N[C@@H](CC(C)C)C(=O)OC(C)(C)C)=O)CC1=CC=CC=C1 ((3S)-N-[N-[3-[[(t-Butyloxy)carbonyl]amino]-2-oxo-4-phenylbutyl]-L-phenylalanyl]-L-leucine, t-butyl ester). Yield: 92.7%. Reaction SMILES: [NH2:1][C@H:2]([C:10]([NH:12][C@H:13]([C:18]([O:20][C:21]([CH3:24])([CH3:23])[CH3:22])=[O:19])[CH2:14][CH:15]([CH3:17])[CH3:16])=[O:11])[CH2:3][C:4]1[CH:9]=[CH:8][CH:7]=[CH:6][CH:5]=1.Cl[CH2:26]C(CCl)=O.[C:31]([O:35][C:36]([NH:38][C@H:39]([C:47]([OH:49])=O)[CH2:40][C:41]1[CH:46]=[CH:45][CH:44]=[CH:43][CH:42]=1)=[O:37])([CH3:34])([CH3:33])[CH3:32].C(=O)(O)[O-].[Na+].[I-].[Na+]>CN(C)C=O>[C:31]([O:35][C:36]([NH:38][C@@H:39]([CH2:40][C:41]1[CH:42]=[CH:43][CH:44]=[CH:45][CH:46]=1)[C:47](=[O:49])[CH2:26][NH:1][C@H:2]([C:10]([NH:12][C@H:13]([C:18]([O:20][C:21]([CH3:22])([CH3:24])[CH3:23])=[O:19])[CH2:14][CH:15]([CH3:17])[CH3:16])=[O:11])[CH2:3][C:4]1[CH:9]=[CH:8][CH:7]=[CH:6][CH:5]=1)=[O:37])([CH3:32])([CH3:33])[CH3:34] |f:1.2,3.4,5.6|. Procedure: To a stirred solution of L-phenylalanyl-L-leucine, t-butyl ester (4.13 g, 12 mmol) in 60 ml of dimethylformamide under argon was added N-[(t-butyloxy)carbonyl]-L-phenylalanine chloromethyl ketone (3.57 g, 12 mmol, see example 4A), sodium bicarbonate (1.01 g, 12 mmol) and sodium iodide (900 mg, 6 mmol, 0.5 equiv.). The reaction mixture was allowed to stir overnight, then the solvent was evaporated (<25° C., vacuum pump). The residue was taken up into ethyl acetate (300 ml) and washed with water (...